describe an organic reaction: reactants, conditions, products, and yield From a dataset of the Open Reaction Database (ORD), a public repository of structured organic reaction records. The reactants are C(C)(=O)O (acetic acid), C(#N)[BH3-].[Na+] (Sodiumcyanoborohydride), FC=1C=CC(=C2C[C@H](COC12)NC(CC)CC)OC ((R)-8-fluoro-5-methoxy-3-(N-3-pentylamino)chroman), C(CC)=O (propionaldehyde), C(CC)=O (propionaldehyde). Run in CO (MeOH). Conditions: time 18 hour. The product is FC=1C=CC(=C2C[C@H](COC12)N(CCC)C(CC)CC)OC ((R)-8-fluoro-5-methoxy-3-(N-3-pentyl-N-n-propylamino)chroman). Isolated yield 94.4%. As a reaction SMILES: C([BH3-])#N.[Na+].[F:5][C:6]1[CH:7]=[CH:8][C:9]([O:22][CH3:23])=[C:10]2[C:15]=1[O:14][CH2:13][C@H:12]([NH:16][CH:17]([CH2:20][CH3:21])[CH2:18][CH3:19])[CH2:11]2.[CH:24](=O)[CH2:25][CH3:26].C(O)(=O)C>CO>[F:5][C:6]1[CH:7]=[CH:8][C:9]([O:22][CH3:23])=[C:10]2[C:15]=1[O:14][CH2:13][C@H:12]([N:16]([CH:17]([CH2:18][CH3:19])[CH2:20][CH3:21])[CH2:24][CH2:25][CH3:26])[CH2:11]2 |f:0.1|. Procedure details: Sodiumcyanoborohydride (1.3 g, 20.7 mmol) was added during 10 min. to a stirred solution of (R)-8-fluoro-5-methoxy-3-(N-3-pentylamino)chroman (3.69 g, 13.8 mmol) and propionaldehyde (5 ml, 69.3 mmol) in 100 ml dry MeOH. The pH was adjusted with acetic acid to pH 6. The solution was stirred in room temp. for 18 hours and propionaldehyde (1 ml, 13.7 mmol) was added. After stirring at room temp. for 3.5 hours the solution was concentrated, and the residue was partitionated between 100 ml 2M NH3 and... Starting materials: C(C)(C)(C)OC(=O)NC1CNCC1 (3-(tert-butoxycarbonylamino)pyrrolidine), C(C)(C)(C)OC(=O)NC1CN(CC1)S(=O)(=O)C=1C=2C(=CN=CC2C=CC1)Cl (3-(tert-Butoxycarbonylamino)-1-(4-chloro-5-isoquinolinesulfonyl)pyrrolidine), C(C)(C)(C)OC(=O)NC1CN(CC1)S(=O)(=O)C=1C=2C(=CN=CC2C=CC1)Cl (3-(tert-Butoxycarbonylamino)-1-(4-chloro-5-isoquinolinesulfonyl)pyrrolidine), C(C)(C)(C)OC(=O)N[C@@H]1CNCC1 ((S)-3-(tert-butoxycarbonylamino)pyrrolidine). The product is NC1CN(CC1)S(=O)(=O)C=1C=2C(=CN=CC2C=CC1)Cl ((R/S)-3-Amino-1-(4-chloro-5-isoquinolinesulfonyl)pyrrolidine), Cl (hydrochloride). RXN SMILES: C(OC([NH:8][CH:9]1[CH2:13][CH2:12][N:11]([S:14]([C:17]2[C:18]3[C:19]([Cl:27])=[CH:20][N:21]=[CH:22][C:23]=3[CH:24]=[CH:25][CH:26]=2)(=[O:16])=[O:15])[CH2:10]1)=O)(C)(C)C.C(OC(NC1CCNC1)=O)(C)(C)C.C(OC(N[C@H]1CCNC1)=O)(C)(C)C>>[NH2:8][CH:9]1[CH2:13][CH2:12][N:11]([S:14]([C:17]2[C:18]3[C:19]([Cl:27])=[CH:20][N:21]=[CH:22][C:23]=3[CH:24]=[CH:25][CH:26]=2)(=[O:16])=[O:15])[CH2:10]1.[ClH:27]. Procedure: 3-(tert-Butoxycarbonylamino)-1-(4-chloro-5-isoquinolinesulfonyl)pyrrolidine (Intermediate 16) can be prepared by using 3-(tert-butoxycarbonylamino)pyrrolidine in the method of Example 19-1, Step A instead of (S)-3-(tert-butoxycarbonylamino)pyrrolidine, and then used in the method of Step B in a similar manner to obtain the title compound as hydrochloride. RXN SMILES: [N+:1]([C:4]1[CH:35]=[C:34]([C:36]2[C:41]([I:42])=[CH:40][C:39]([I:43])=[C:38]([CH2:44][CH3:45])[C:37]=2[I:46])[CH:33]=[CH:32][C:5]=1[C:6]([C:8]1([O:26][C@H:25]([CH2:27][O:28]C(=O)C)[C@@H:20]([O:21]C(=O)C)[C@H:15]([O:16]C(=O)C)[C@H:13]1[NH2:14])[O:9]C(=O)C)=[O:7])([O-])=O.Cl>>[NH2:1][C:4]1[CH:35]=[C:34]([C:36]2[C:41]([I:42])=[CH:40][C:39]([I:43])=[C:38]([CH2:44][CH3:45])[C:37]=2[I:46])[CH:33]=[CH:32][C:5]=1[C:6]([C:8]1([O:26][C@H:25]([CH2:27][OH:28])[C@@H:20]([OH:21])[C@H:15]([OH:16])[C@H:13]1[NH2:14])[OH:9])=[O:7]. The reactants are [N+](=O)([O-])C1=C(C(=O)C2(OC(C)=O)[C@H](N)[C@@H](OC(C)=O)[C@H](OC(C)=O)[C@H](O2)COC(C)=O)C=CC(=C1)C1=C(C(=C(C=C1I)I)CC)I (2-nitro-4-(3′-ethyl-2′,4′,6′-triiodophenyl)-benzoyl-1,3,4,6-tetra-O-acetyl-D-glucosamine), stannous chloride, Cl (hydrochloric acid). Procedure: Freidel-Crafts acylation is performed on 2′,4′,6′-triiodo-3-nitrobiphenyl-4-carboxylic acid (6) in the presence of AlCl3 and CH3COCl to yield 2′,4′,6′-triiodo-3′-acetyl-3-nitrobiphenyl-4-carboxylic acid (12). C 13 ⁢ H 6 ⁢ I 3 ⁢ N ⁢   ⁢ O 4 ⁢ → C ⁢   ⁢ H 3 ⁢   ⁢ C ⁢   ⁢ O ⁢   ⁢ Cl Al ⁢   ⁢ Cl 3 ⁢ C 15 ⁢ H 8 ⁢ I 3 ⁢ N ⁢   ⁢ O 5 2′,4′,6′-triiodo-3′-acetyl-3-nitrobiphenyl-4-carboxylic acid (12) is then reacted with a zinc mercury amalgam and hydrochloric acid and heated to yield 2′,4′,6′-triiodo-3′-... Yields the product NC1=C(C(=O)C2(O)[C@H](N)[C@@H](O)[C@H](O)[C@H](O2)CO)C=CC(=C1)C1=C(C(=C(C=C1I)I)CC)I (2-Amino-4-(3′-ethyl-2′,4′,6′-triiodophenyl)-benzoyl-D-glucosamine). Reactants: COc1ccc(S(=O)(=O)Cl)cc1, Nc1ncccc1C=Cc1ccccc1, c1ccncc1. Yields the product COc1ccc(S(=O)(=O)Nc2ncccc2C=Cc2ccccc2)cc1. Reaction SMILES: [CH3:16][O:17][c:18]1[cH:19][cH:20][c:21]([S:24](=[O:25])(=[O:26])[Cl:27])[cH:22][cH:23]1.[c:1]1([CH:7]=[CH:8][c:9]2[c:10]([NH2:15])[n:11][cH:12][cH:13][cH:14]2)[cH:2][cH:3][cH:4][cH:5][cH:6]1.[cH:28]1[cH:29][cH:30][n:31][cH:32][cH:33]1>>[c:1]1([CH:7]=[CH:8][c:9]2[c:10]([NH:15][S:24]([c:21]3[cH:20][cH:19][c:18]([O:17][CH3:16])[cH:23][cH:22]3)(=[O:25])=[O:26])[n:11][cH:12][cH:13][cH:14]2)[cH:2][cH:3][cH:4][cH:5][cH:6]1. The reactants are [Si](C)(C)(C(C)(C)C)OOC[C@@H]1CC[C@@H](O1)N1C(=O)NC(=O)C(=C1)CC#CCOCCNC(C(F)(F)F)=O (5′-O-tert-butyldimethylsilyloxy-(5-(4-(N-trifluoroacetyl-2-aminoethoxy)but-2-yn-1-yl))-2′,3′-dideoxyuridine), [F-].C(CCC)[N+](CCCC)(CCCC)CCCC (tetrabutylammonium fluoride). Solvent: C1CCOC1 (THF). Conditions: time 3 hour. The product is FC(C(=O)NCCOCC#CCC=1C(NC(N([C@H]2CC[C@@H](CO)O2)C1)=O)=O)(F)F (5-(4-(N-trifluoroacetyl-2-aminoethoxy)but-2-yn-1-yl)-2′,3′-dideoxyuridine). The yield is 43.5%. RXN SMILES: [Si](O[O:9][CH2:10][C@H:11]1[O:15][C@@H:14]([N:16]2[CH:23]=[C:22]([CH2:24][C:25]#[C:26][CH2:27][O:28][CH2:29][CH2:30][NH:31][C:32](=[O:37])[C:33]([F:36])([F:35])[F:34])[C:20](=[O:21])[NH:19][C:17]2=[O:18])[CH2:13][CH2:12]1)(C(C)(C)C)(C)C.[F-].C([N+](CCCC)(CCCC)CCCC)CCC>C1COCC1>[F:35][C:33]([F:34])([F:36])[C:32]([NH:31][CH2:30][CH2:29][O:28][CH2:27][C:26]#[C:25][CH2:24][C:22]1[C:20](=[O:21])[NH:19][C:17](=[O:18])[N:16]([CH:23]=1)[C@@H:14]1[O:15][C@H:11]([CH2:10][OH:9])[CH2:12][CH2:13]1)=[O:37] |f:1.2|. Procedure: To a solution of 4 (90.0 mg, 0.17 mmol) in THF (5 mL) was added 1.0 M tetrabutylammonium fluoride (TBAF, 0.2 mL, 0.19 mmol), which was stirred at r.t. for 3 h. After evaporating solvent, the organic residue was purified by silica gel column chromatography with MeOH/CH2Cl2 to give the product 5 (30 mg, 0.074 mmol, 43%). 1H NMR (CDCl3, 300 MHz) δ 8.01 (t, 1H, H6, J=1.2 Hz), 6.08 (dd, 1H, H1′, J=3.6 and 6.6 Hz), 4.23 (t, 2H, CH2), 4.20-4.10 (m, 1H, H4′), 3.85 (dd, 1H, H5′, J=3.3 and 11.4 Hz), 3.75-... The reactants are N1[C@H](CCC1)CO ((R)-(−)-2-pyrrolidine methanol), ClC1=C(C(=CC=C1)Cl)CS(=O)(=O)C=1C=C2/C(/C(NC2=CC1)=O)=C/C1=C(C(=C(N1)C)C(=O)O)C (5-[5-(2,6-dichloro-phenylmethanesulfonyl)-2-oxo-1,2-dihydro-indol-(3Z)-ylidenemethyl]-2,4-dimethyl-1H-pyrrole-3-carboxylic acid), C=1C=CC2=C(C1)N=NN2O (HOBt), CCN=C=NCCCN(C)C.Cl (EDAC.HCl), TEA. Run in CN(C)C=O (DMF). Reaction conditions: time 30 minute. The product is ClC1=C(C(=CC=C1)Cl)CS(=O)(=O)C=1C=C2/C(/C(NC2=CC1)=O)=C/C=1NC(=C(C1C)C(=O)N1[C@@H](CCC1)CO)C (5-(2,6-Dichloro-phenylmethanesulfonyl)-3-[1-[4-((S)-2-hydroxymethyl-pyrrolidine-1-carbonyl)-3,5-dimethyl-1H-pyrrol-2-yl]-meth-(Z)-ylidene]-1,3-dihydro-indol-2-one). RXN SMILES: [Cl:1][C:2]1[CH:7]=[CH:6][CH:5]=[C:4]([Cl:8])[C:3]=1[CH2:9][S:10]([C:13]1[CH:14]=[C:15]2[C:19](=[CH:20][CH:21]=1)[NH:18][C:17](=[O:22])/[C:16]/2=[CH:23]\[C:24]1[NH:28][C:27]([CH3:29])=[C:26]([C:30](O)=[O:31])[C:25]=1[CH3:33])(=[O:12])=[O:11].C1C=CC2N(O)N=NC=2C=1.CCN=C=NCCCN(C)C.Cl.[NH:56]1[CH2:60][CH2:59][CH2:58][C@@H:57]1[CH2:61][OH:62]>CN(C=O)C>[Cl:8][C:4]1[CH:5]=[CH:6][CH:7]=[C:2]([Cl:1])[C:3]=1[CH2:9][S:10]([C:13]1[CH:14]=[C:15]2[C:19](=[CH:20][CH:21]=1)[NH:18][C:17](=[O:22])/[C:16]/2=[CH:23]\[C:24]1[NH:28][C:27]([CH3:29])=[C:26]([C:30]([N:56]2[CH2:60][CH2:59][CH2:58][C@H:57]2[CH2:61][OH:62])=[O:31])[C:25]=1[CH3:33])(=[O:12])=[O:11] |f:2.3|. Reported procedure: To a solution of 5-[5-(2,6-dichloro-phenylmethanesulfonyl)-2-oxo-1,2-dihydro-indol-(3Z)-ylidenemethyl]-2,4-dimethyl-1H-pyrrole-3-carboxylic acid (100 mg, 0.2 mmol) in DMF (5 mL) was added HOBt (32 mg, 1.2 eq.), EDAC.HCl (46 mg, 1.2 eq.) and TEA (50 mg, 2.5 eq.). After stirring at rt for 30 mins, to the mixture was added (R)-(−)-2-pyrrolidine methanol (2 eq.). After stirring at rt for overnight, the reaction was concentrated and the residue was purified on a silica gel column to give 54 mg of the... Yield: 40.6%. As a reaction SMILES: Br[C:2]1[N:3]([CH3:20])[N:4]=[C:5]2[C:10]=1[CH2:9][CH2:8][CH2:7][N:6]2[C:11]1[C:16]([CH3:17])=[CH:15][C:14]([CH3:18])=[CH:13][C:12]=1[CH3:19].C([Li])CCC.CCOCC.[C:31](Cl)(=[O:35])[CH2:32][CH2:33][CH3:34]>O1CCCC1.[Cl-].[Zn+2].[Cl-].[Pd].C1(P(C2C=CC=CC=2)C2C=CC=CC=2)C=CC=CC=1.C1(P(C2C=CC=CC=2)C2C=CC=CC=2)C=CC=CC=1.C1(P(C2C=CC=CC=2)C2C=CC=CC=2)C=CC=CC=1.C1(P(C2C=CC=CC=2)C2C=CC=CC=2)C=CC=CC=1>[CH3:20][N:3]1[C:2]([C:31](=[O:35])[CH2:32][CH2:33][CH3:34])=[C:10]2[C:5]([N:6]([C:11]3[C:16]([CH3:17])=[CH:15][C:14]([CH3:18])=[CH:13][C:12]=3[CH3:19])[CH2:7][CH2:8][CH2:9]2)=[N:4]1 |f:5.6.7,8.9.10.11.12|. Reactants: CCOCC (ether), BrC=1N(N=C2N(CCCC21)C2=C(C=C(C=C2C)C)C)C (3-bromo-2-methyl-7-(2,4,6-trimethyl-phenyl)-4,5,6,7-tetrahydro-2H-pyrazolo [3,4-b]pyridine), C(CCC)[Li] (n-butyl lithium), C(CCC)(=O)Cl (butyryl chloride). Conditions: temperature -78 celsius, time 10 minute. The product is EtOAc hexanes, CN1N=C2N(CCCC2=C1C(CCC)=O)C1=C(C=C(C=C1C)C)C (1-[2-methyl-7-(2,4,6-trimethyl-phenyl)-4,5,6,7-tetrahydro-2H-pyrazolo[3,4-b]pyridin-3-yl]-butan-1-one). Run in O1CCCC1 (tetrahydrofuran). Reagents/catalysts: [Cl-].[Zn+2].[Cl-] (zinc chloride), [Pd].C1(=CC=CC=C1)P(C1=CC=CC=C1)C1=CC=CC=C1.C1(=CC=CC=C1)P(C1=CC=CC=C1)C1=CC=CC=C1.C1(=CC=CC=C1)P(C1=CC=CC=C1)C1=CC=CC=C1.C1(=CC=CC=C1)P(C1=CC=CC=C1)C1=CC=CC=C1 (tetrakis(triphenylphosphine) palladium(0)). Procedure: To a solution of 3-bromo-2-methyl-7-(2,4,6-trimethyl-phenyl)-4,5,6,7-tetrahydro-2H-pyrazolo [3,4-b]pyridine (0.053 g, 0.159 mmol) in 1 mL of tetrahydrofuran at −78° C. was added n-butyl lithium (0.12 mL, 0.19 mmol), and the yellow solution was stirred at −78° C. for 10 min. A 1.0 M zinc chloride in ether solution (0.45 mL, 0.45 mmol) was added, the resulting cloudy pale orange solution was stirred at RT for 10 min., then butyryl chloride (0.020 mL, 0.19 mmol) and tetrakis(triphenylphosphine) pal... Reactants: CS(=O)(=O)OCCC=1OC2=C(C1)C=C(C=C2)C2=CC=C(C=C2)C#N (2-[5-(4-cyanophenyl)-1-benzofuran-2-yl]ethyl methanesulfonate), C(C)NC(C)C (ethyl(isopropyl)amine). Yields the product C(C)N(CCC=1OC2=C(C1)C=C(C=C2)C2=CC=C(C#N)C=C2)C(C)C (4-(2-{2-[ethyl(isopropyl)amino]ethyl}-1-benzofuran-5-yl)benzonitrile). Reaction SMILES: CS(O[CH2:6][CH2:7][C:8]1[O:9][C:10]2[CH:16]=[CH:15][C:14]([C:17]3[CH:22]=[CH:21][C:20]([C:23]#[N:24])=[CH:19][CH:18]=3)=[CH:13][C:11]=2[CH:12]=1)(=O)=O.[CH2:25]([NH:27][CH:28]([CH3:30])[CH3:29])[CH3:26]>>[CH2:25]([N:27]([CH:28]([CH3:30])[CH3:29])[CH2:6][CH2:7][C:8]1[O:9][C:10]2[CH:16]=[CH:15][C:14]([C:17]3[CH:22]=[CH:21][C:20]([C:23]#[N:24])=[CH:19][CH:18]=3)=[CH:13][C:11]=2[CH:12]=1)[CH3:26]. Procedure details: The product from Example 1C and ethyl(isopropyl)amine were processed as described in Example 1D to provide the titled compound. MS (DCI) m/z 333 (M+H)+;